Dataset: the Open Reaction Database (ORD), a public repository of structured organic reaction records. Task: describe an organic reaction: reactants, conditions, products, and yield Reactants: C=Cc1cnc(C)nc1, CN1CCc2[nH]c3ccc(Cl)cc3c2C1, [K+], [OH-], O. The product is Cc1ncc(CCn2c3c(c4cc(Cl)ccc42)CN(C)CC3)cn1. As a reaction SMILES: [CH3:18][c:19]1[n:20][cH:21][c:22]([CH:25]=[CH2:26])[cH:23][n:24]1.[Cl:1][c:2]1[cH:3][c:4]2[c:5]3[c:6]([nH:7][c:8]2[cH:9][cH:10]1)[CH2:11][CH2:12][N:13]([CH3:15])[CH2:14]3.[K+:17].[OH-:16].[OH2:27]>>[Cl:1][c:2]1[cH:3][c:4]2[c:5]3[c:6]([n:7]([CH2:26][CH2:25][c:22]4[cH:21][n:20][c:19]([CH3:18])[n:24][cH:23]4)[c:8]2[cH:9][cH:10]1)[CH2:11][CH2:12][N:13]([CH3:15])[CH2:14]3. Reactants: CCN=C=NCCCN(C)C, CC(=O)NCC(=O)O, CN1CCOCC1, CN(C)C=O, NC(=O)C1C2C=CC(C2)C1Nc1nc(Nc2cnn(C3CCNCC3)c2)ncc1Cl, Cl, [Na+], O=C([O-])O, O, On1nnc2ccccc21. The product is CC(=O)NCC(=O)N1CCC(n2cc(Nc3ncc(Cl)c(NC4C5C=CC(C5)C4C(N)=O)n3)cn2)CC1. RXN SMILES: [CH2:40]([N:41]=[C:42]=[N:43][CH2:44][CH2:45][CH2:46][N:47]([CH3:48])[CH3:49])[CH3:50].[CH3:31][C:32](=[O:33])[NH:34][CH2:35][C:36]([OH:37])=[O:38].[CH3:62][N:63]1[CH2:64][CH2:65][O:66][CH2:67][CH2:68]1.[CH3:69][N:70]([CH3:71])[CH:72]=[O:73].[Cl:1][c:2]1[c:3]([NH:20][CH:21]2[CH:22]([C:28](=[O:29])[NH2:30])[CH:23]3[CH:24]=[CH:25][CH:26]2[CH2:27]3)[n:4][c:5]([NH:8][c:9]2[cH:10][n:11][n:12]([CH:14]3[CH2:15][CH2:16][NH:17][CH2:18][CH2:19]3)[cH:13]2)[n:6][cH:7]1.[ClH:39].[Na+:78].[O-:74][C:75]([OH:76])=[O:77].[OH2:51].[OH:52][n:53]1[c:54]2[cH:55][cH:56][cH:57][cH:58][c:59]2[n:60][n:61]1>>[Cl:1][c:2]1[c:3]([NH:20][CH:21]2[CH:22]([C:28](=[O:29])[NH2:30])[CH:23]3[CH:24]=[CH:25][CH:26]2[CH2:27]3)[n:4][c:5]([NH:8][c:9]2[cH:10][n:11][n:12]([CH:14]3[CH2:15][CH2:16][N:17]([C:36]([CH2:35][NH:34][C:32]([CH3:31])=[O:33])=[O:37])[CH2:18][CH2:19]3)[cH:13]2)[n:6][cH:7]1. Starting materials: C(C)(C)(C)OC(=O)N1C(OC2=C1C=CC(=C2CCCN)Br)CC (N-t-butoxycarbonyl 7-(3-aminopropyl)-6-bromo-2-ethylbenzoxazole), C(=C)[Sn](CCCC)(CCCC)CCCC (vinyltributyltin). The reagents and catalysts are C=1C=CC(=CC1)[P](C=2C=CC=CC2)(C=3C=CC=CC3)[Pd]([P](C=4C=CC=CC4)(C=5C=CC=CC5)C=6C=CC=CC6)([P](C=7C=CC=CC7)(C=8C=CC=CC8)C=9C=CC=CC9)[P](C=1C=CC=CC1)(C=1C=CC=CC1)C=1C=CC=CC1 (tetrakis(triphenylphosphine)palladium). Solvent: C1(=CC=CC=C1)C (toluene). The product is C(C)(C)(C)OC(=O)N1C(OC2=C1C=CC(=C2CCCN)C=C)CC (N-t-Butoxycarbonyl 7-(3-aminopropyl)-6-vinyl-2-ethylbenzoxazole). Isolated yield 52.6%. Reaction SMILES: [C:1]([O:5][C:6]([N:8]1[C:12]2[CH:13]=[CH:14][C:15](Br)=[C:16]([CH2:17][CH2:18][CH2:19][NH2:20])[C:11]=2[O:10][CH:9]1[CH2:22][CH3:23])=[O:7])([CH3:4])([CH3:3])[CH3:2].[CH:24]([Sn](CCCC)(CCCC)CCCC)=[CH2:25]>C1(C)C=CC=CC=1.C1C=CC([P]([Pd]([P](C2C=CC=CC=2)(C2C=CC=CC=2)C2C=CC=CC=2)([P](C2C=CC=CC=2)(C2C=CC=CC=2)C2C=CC=CC=2)[P](C2C=CC=CC=2)(C2C=CC=CC=2)C2C=CC=CC=2)(C2C=CC=CC=2)C2C=CC=CC=2)=CC=1>[C:1]([O:5][C:6]([N:8]1[C:12]2[CH:13]=[CH:14][C:15]([CH:24]=[CH2:25])=[C:16]([CH2:17][CH2:18][CH2:19][NH2:20])[C:11]=2[O:10][CH:9]1[CH2:22][CH3:23])=[O:7])([CH3:4])([CH3:3])[CH3:2] |^1:49,51,70,89|. Reported procedure: A solution of N-t-butoxycarbonyl 7-(3-aminopropyl)-6-bromo-2-ethylbenzoxazole (396 mg, 1.03 mmol), vinyltributyltin (360 mg, 1.14 mmol), and tetrakis(triphenylphosphine)palladium (0) (60 mg, 0.052 mmol) in toluene (10 mL) was refluxed for 3 hours. The crude reaction mixture was poured directly on a silica gel column, and the tin by-products were eluted with hexanes. The product was eluted with 25% EtOAc/hexanes to give a clear oil (180 mg, 53%). The reactants are FC(C(=CCl)C1=CC=C(C=C1)OCC)(F)F (1,1,1-trifluoro-2-(4-ethoxyphenyl)-3-chloroprop-2-ene), ClC1=CC=C(OC=2C=C(CO)C=CC2F)C=C1 (3-(4-chlorophenoxy)-4-fluorobenzyl alcohol), [H-].[Na+] (sodium hydride), [Cl-].[Na+] (sodium chloride). Run in CN(C=O)C (N,N-dimethylformamide), CN(C=O)C (N,N-dimethylformamide), CN(C=O)C (N,N-dimethylformamide), O (water). Reaction conditions: temperature -10 celsius, time 30 minute. Product: FC(C(=COCC1=CC(=C(C=C1)F)OC1=CC=C(C=C1)Cl)C1=CC=C(C=C1)OCC)(F)F (1,1,1-trifluoro-2-(4-ethoxyphenyl)-3-[3-(4-chlorophenoxy)-4-fluorobenzyloxy]prop-2-ene). Isolated yield 64.4%. As a reaction SMILES: [Cl:1][C:2]1[CH:17]=[CH:16][C:5]([O:6][C:7]2[CH:8]=[C:9]([CH:12]=[CH:13][C:14]=2[F:15])[CH2:10][OH:11])=[CH:4][CH:3]=1.[H-].[Na+].[F:20][C:21]([F:35])([F:34])[C:22]([C:25]1[CH:30]=[CH:29][C:28]([O:31][CH2:32][CH3:33])=[CH:27][CH:26]=1)=[CH:23]Cl.[Cl-].[Na+]>CN(C)C=O.O>[F:20][C:21]([F:34])([F:35])[C:22]([C:25]1[CH:30]=[CH:29][C:28]([O:31][CH2:32][CH3:33])=[CH:27][CH:26]=1)=[CH:23][O:11][CH2:10][C:9]1[CH:12]=[CH:13][C:14]([F:15])=[C:7]([O:6][C:5]2[CH:16]=[CH:17][C:2]([Cl:1])=[CH:3][CH:4]=2)[CH:8]=1 |f:1.2,4.5|. Procedure details: A solution of 3-(4-chlorophenoxy)-4-fluorobenzyl alcohol (6.3 g) in N,N-dimethylformamide (20 cm3) was added to a stirred suspension of sodium hydride (1.2 g of a 50% dispersion in oil) in N,N-dimethylformamide. After 30 minutes, this mixture was added to a stirred solution of EZ-1,1,1-trifluoro-2-(4-ethoxyphenyl)-3-chloroprop-2-ene (5 g) in N,N-dimethylformamide (25 cm3) at a temperature maintained at -10° C. during the addition. After 45 minutes the reaction mixture was poured into water (150 ... Starting materials: NC1=C(C2=C(OC(C2)(CN2CCC(CC2)C2=CC=CC=C2)C)C(=C1C)C)C ((±)-5-amino-2,4,6,7-tetramethyl-2-(4-phenylpiperidinomethyl)-2,3-dihydrobenzo[b]furan), C([C@@H](O)C1=CC=CC=C1)(=O)O ((S)--(+)--mandelic acid). Solvent: C(Cl)(Cl)Cl (chloroform), CO (methanol). Product: C([C@@H](O)C1=CC=CC=C1)(=O)O.NC1=C(C2=C(O[C@@](C2)(CN2CCC(CC2)C2=CC=CC=C2)C)C(=C1C)C)C ((S)--(+)-5-amino-2,4,6,7-tetramethyl-2-(4-phenylpiperidinomethyl)-2,3-dihydrobenzo[b]furan (S)--(+)--mandelate). Isolated yield 39.7%. Reaction SMILES: [NH2:1][C:2]1[C:24]([CH3:25])=[C:23]([CH3:26])[C:5]2[O:6][C:7]([CH3:22])([CH2:9][N:10]3[CH2:15][CH2:14][CH:13]([C:16]4[CH:21]=[CH:20][CH:19]=[CH:18][CH:17]=4)[CH2:12][CH2:11]3)[CH2:8][C:4]=2[C:3]=1[CH3:27].[C:28]([OH:38])(=[O:37])[C@H:29]([C:31]1[CH:36]=[CH:35][CH:34]=[CH:33][CH:32]=1)[OH:30]>C(Cl)(Cl)Cl.CO>[C:28]([OH:38])(=[O:37])[C@H:29]([C:31]1[CH:36]=[CH:35][CH:34]=[CH:33][CH:32]=1)[OH:30].[NH2:1][C:2]1[C:24]([CH3:25])=[C:23]([CH3:26])[C:5]2[O:6][C@:7]([CH3:22])([CH2:9][N:10]3[CH2:15][CH2:14][CH:13]([C:16]4[CH:21]=[CH:20][CH:19]=[CH:18][CH:17]=4)[CH2:12][CH2:11]3)[CH2:8][C:4]=2[C:3]=1[CH3:27] |f:4.5|. Reported procedure: To a solution of 35.4 g of (±)-5-amino-2,4,6,7-tetramethyl-2-(4-phenylpiperidinomethyl)-2,3-dihydrobenzo[b]furan in 500 ml of chloroform was added a solution of 14.78 g of (S)--(+)--mandelic acid in 300 ml of methanol, followed by concentration. To the residue was added about 500 ml of ether; the resulting precipitate was collected by filtration and washed with ether. The resulting 35.4 g crude crystal was subjected to the following recrystallizing procedure. Specifically, the crude crystal was ... Starting materials: [BH4-], CCOC(C)=O, Cl, N#CCS(=O)(=O)CCC(F)(F)F, O=C(O)C1CCCN1, [Na+], O=C1CCCC1, C1CCOC1, O. Yields the product N#CC(C1CCCC1)S(=O)(=O)CCC(F)(F)F. As a reaction SMILES: [BH4-:27].[CH3:30][CH2:31][O:32][C:33](=[O:34])[CH3:35].[ClH:29].[F:1][C:2]([CH2:3][CH2:4][S:5](=[O:6])(=[O:7])[CH2:8][C:9]#[N:10])([F:11])[F:12].[NH:13]1[CH:14]([C:15]([OH:16])=[O:17])[CH2:18][CH2:19][CH2:20]1.[Na+:28].[O:21]=[C:22]1[CH2:23][CH2:24][CH2:25][CH2:26]1.[O:37]1[CH2:38][CH2:39][CH2:40][CH2:41]1.[OH2:36]>>[F:1][C:2]([CH2:3][CH2:4][S:5](=[O:6])(=[O:7])[CH:8]([C:9]#[N:10])[CH:15]1[CH2:14][CH2:18][CH2:19][CH2:20]1)([F:11])[F:12].